Dataset: the Open Reaction Database (ORD), a public repository of structured organic reaction records. Task: describe an organic reaction: reactants, conditions, products, and yield Yield: 72.0%. Solvent: C(C)(=O)OCC (ethyl acetate). Product: Cl.Cl.C(C)(C)(C)C1=C(C=CC=C1)NC1CCNCC1 ((2-tert-butyl-phenyl)-piperidin-4-yl-amine dihydrochloride). Starting materials: C(C)(C)(C)OC(=O)N1CCC(CC1)NC1=C(C=CC=C1)C(C)(C)C (4-(2-tert-butyl-phenylamino)-piperidine-1-carboxylic acid tert-butyl ester), Cl (HCl). As a reaction SMILES: C(OC([N:8]1[CH2:13][CH2:12][CH:11]([NH:14][C:15]2[CH:20]=[CH:19][CH:18]=[CH:17][C:16]=2[C:21]([CH3:24])([CH3:23])[CH3:22])[CH2:10][CH2:9]1)=O)(C)(C)C.[ClH:25]>C(OCC)(=O)C>[ClH:25].[ClH:25].[C:21]([C:16]1[CH:17]=[CH:18][CH:19]=[CH:20][C:15]=1[NH:14][CH:11]1[CH2:12][CH2:13][NH:8][CH2:9][CH2:10]1)([CH3:24])([CH3:22])[CH3:23] |f:3.4.5|. Reported procedure: A solution of 4-oxo-piperidine-1-carboxylic acid tert-butyl ester (1 g, 0.00502 mole) in dry 1,2-dichloroethane (10 mL) was stirred under an atmosphere of nitrogen for 10 minutes. 2-Tert-butylaniline (0.974 g, 0.00652 mole), acetic acid (0.301 g, 0.005 mole) and sodium triacetoxyborohydride (1.596 g, 0.00753 mole) were then added portionwise and stirring was continued at ambient temperature for 16 hours. The reaction mixture was basified with sodium bicarbonate solution and the product was extra...